This data is from the Open Reaction Database (ORD), a public repository of structured organic reaction records. The task is: describe an organic reaction: reactants, conditions, products, and yield As a reaction SMILES: [NH2:1][C:2]1[N:3]=[C:4]([C:14]2[C:22]3[C:17](=[CH:18][CH:19]=[CH:20][CH:21]=3)[NH:16][CH:15]=2)[C:5]2[CH:10]=[C:9]([C:11]([OH:13])=[O:12])[S:8][C:6]=2[N:7]=1.S(=O)(=O)(O)O.O.[CH2:29](O)[CH3:30]>>[CH2:29]([O:12][C:11]([C:9]1[S:8][C:6]2[N:7]=[C:2]([NH2:1])[N:3]=[C:4]([C:14]3[C:22]4[C:17](=[CH:18][CH:19]=[CH:20][CH:21]=4)[NH:16][CH:15]=3)[C:5]=2[CH:10]=1)=[O:13])[CH3:30]. Reported procedure: The crude 2-amino-4-(1H-indol-3-yl)-thieno[2,3-d]pyrimidine-6-carboxylic acid was dissolved in ethanol (2 ml) and conc. sulphuric acid was added (5 drops). The solution was refluxed overnight before water was added and the volatiles were removed in vacuo. The aqueous solution was partitioned with 1M sodium hydrogen carbonate solution and ethyl acetate. The organics were combined, dried over sodium sulphate and evaporated to dryness. The pure compounds was obtained after preparative TLC as an off... The reactants are S(O)(O)(=O)=O (sulphuric acid), NC=1N=C(C2=C(N1)SC(=C2)C(=O)O)C2=CNC1=CC=CC=C21 (2-amino-4-(1H-indol-3-yl)-thieno[2,3-d]pyrimidine-6-carboxylic acid), C(C)O (ethanol), O (water). Product: C(C)OC(=O)C1=CC2=C(N=C(N=C2C2=CNC3=CC=CC=C23)N)S1 (2-Amino-4-(1H-indol-3-yl)-thieno[2,3-d]pyrimidine-6-carboxylic acid ethyl ester). Reactants: CN(C)Cc1ccc(CSCCN)o1, CNC(=C[N+](=O)[O-])SC, CC(=O)CC(C)C, O. The product is CNC(=C[N+](=O)[O-])NCCSCc1ccc(CN(C)C)o1. RXN SMILES: [CH3:10][N:11]([CH3:12])[CH2:13][c:14]1[cH:15][cH:16][c:17]([CH2:19][S:20][CH2:21][CH2:22][NH2:23])[o:18]1.[CH3:1][NH:2][C:3](=[CH:4][N+:5](=[O:6])[O-:7])[S:8][CH3:9].[CH3:24][CH:25]([CH3:26])[CH2:27][C:28](=[O:29])[CH3:30].[OH2:31]>>[CH3:1][NH:2][C:3](=[CH:4][N+:5](=[O:6])[O-:7])[NH:23][CH2:22][CH2:21][S:20][CH2:19][c:17]1[cH:16][cH:15][c:14]([CH2:13][N:11]([CH3:10])[CH3:12])[o:18]1. The reactants are O (water), C(=O)(O)C=1C=C(C=CC1Cl)N1CCN(CCC1)C(=O)OC(C)(C)C (4-(3-carboxy-4-chlorophenyl)hexahydro-1H-1,4-diazepine-1-carboxylic acid, 1,1-dimethylethyl ester), N,N′-carbonyldiimidazole, CN(C=O)C (dimethylformamide), C12(CC3CC(CC(C1)C3)C2)CN (1-Adamantanemethylamine). Reaction conditions: time 14 hour. The product is CC1=C(C=C(C=C1)N1CCN(CCC1)C(=O)OC(C)(C)C)C(=O)NCC12CC3CC(CC(C1)C3)C2 (Hexahydro4-[4-methyl-3-[[(tricyclo[3.3.1.13,7]dec-1-ylmethyl)amino]carbonyl]-phenyl]1H-1,4-diazepine-1-carboxylic acid, 1,1-dimethylethyl ester). Reaction SMILES: [C:1]([C:4]1[CH:5]=[C:6]([N:11]2[CH2:17][CH2:16][CH2:15][N:14]([C:18]([O:20][C:21]([CH3:24])([CH3:23])[CH3:22])=[O:19])[CH2:13][CH2:12]2)[CH:7]=[CH:8][C:9]=1Cl)([OH:3])=O.[C:25]12([CH2:35][NH2:36])[CH2:34][CH:29]3[CH2:30][CH:31]([CH2:33][CH:27]([CH2:28]3)[CH2:26]1)[CH2:32]2.O.[CH3:38]N(C)C=O>>[CH3:38][C:9]1[CH:8]=[CH:7][C:6]([N:11]2[CH2:17][CH2:16][CH2:15][N:14]([C:18]([O:20][C:21]([CH3:24])([CH3:23])[CH3:22])=[O:19])[CH2:13][CH2:12]2)=[CH:5][C:4]=1[C:1]([NH:36][CH2:35][C:25]12[CH2:32][CH:31]3[CH2:30][CH:29]([CH2:28][CH:27]([CH2:33]3)[CH2:26]1)[CH2:34]2)=[O:3]. Reported procedure: A solution of 4-(3-carboxy-4-chlorophenyl)hexahydro-1H-1,4-diazepine-1-carboxylic acid, 1,1-dimethylethyl ester (Example 5b, 0.10 g) and N,N′-carbonyldiimidazole (0.045 g) in dimethylformamide (3 ml) was stirred at room temperature for 2 h. 1-Adamantanemethylamine (0.050 ml) was then added and stirring continued for 14 h. The reaction mixture was poured into water and extracted with ethyl acetate three times. The ethyl acetate layers were combined and washed with 2M hydrochloric acid, 10% aqueou... The reactants are [Si](C)(C)(C(C)(C)C)OC1=CC(=C(C(=C1)C)C1=CC(=CC=C1)COC1=CC2=C([C@@H](CO2)CC(=O)OC)C=C1)C ((S)-Methyl 2-(6-((4′-((tert-butyldimethylsilyl)oxy)-2′,6′-dimethylbiphenyl-3-yl)methoxy)-2,3-dihydrobenzofuran-3-yl)acetate), Cl (hydrochloric acid). The solvent is O1CCCC1 (tetrahydrofuran). Conditions: time 12 hour. Yields the product OC1=CC(=C(C(=C1)C)C1=CC(=CC=C1)COC1=CC2=C([C@@H](CO2)CC(=O)OC)C=C1)C ((S)-methyl 2-(6-((4′-hydroxy-2′,6′-dimethylbiphenyl-3-yl)methoxy)-2,3-dihydrobenzofuran-3-yl)acetate). As a reaction SMILES: [Si]([O:8][C:9]1[CH:14]=[C:13]([CH3:15])[C:12]([C:16]2[CH:21]=[CH:20][CH:19]=[C:18]([CH2:22][O:23][C:24]3[CH:37]=[CH:36][C:27]4[C@H:28]([CH2:31][C:32]([O:34][CH3:35])=[O:33])[CH2:29][O:30][C:26]=4[CH:25]=3)[CH:17]=2)=[C:11]([CH3:38])[CH:10]=1)(C(C)(C)C)(C)C.Cl>O1CCCC1>[OH:8][C:9]1[CH:10]=[C:11]([CH3:38])[C:12]([C:16]2[CH:21]=[CH:20][CH:19]=[C:18]([CH2:22][O:23][C:24]3[CH:37]=[CH:36][C:27]4[C@H:28]([CH2:31][C:32]([O:34][CH3:35])=[O:33])[CH2:29][O:30][C:26]=4[CH:25]=3)[CH:17]=2)=[C:13]([CH3:15])[CH:14]=1. Procedure: (S)-Methyl 2-(6-((4′-((tert-butyldimethylsilyl)oxy)-2′,6′-dimethylbiphenyl-3-yl)methoxy)-2,3-dihydrobenzofuran-3-yl)acetate 3 g (1.28 g, 2.40 mmol) was dissolved in 50 mL of tetrahydrofuran, followed by addition of 10 mL of 6 M hydrochloric acid. The reaction solution was stirred at room temperature for 12 hours. The resulting solution was concentrated under reduced pressure and the residue was mixed with 100 mL of ethyl acetate. The organic phase was washed with water (20 mL×2) and saturated so... Starting materials: C(CCC)[Li] (n-butyl lithium), CC1(N=C(OC1)C1=CC=CC=C1)C (4,4-dimethyl-4,5-dihydro-2-phenyl oxazole), C(=O)=O.CC(=O)C (dry ice acetone), ClC[Si](Cl)(C)C1=CC=C(C=C1)Cl (chloromethyl-p-chlorophenyl methyl chloro silane). Solvent: CCCCCC (hexane), CCOCC (ether), O1CCCC1 (tetrahydrofuran). Conditions: temperature -35 celsius, time 1.5 hour. The product is [Cl-].ClC1=CC=C(C=C1)[Si]1(C[N+]2=C(C3=C1C=CC=C3)OCC2(C)C)C (6-(p-chlorophenyl)-2,3-dihydro-3,3,6-trimethyloxazolo [3,2-c][3,1]benzazasilinium chloride). As a reaction SMILES: [CH3:1][C:2]1([CH3:13])[CH2:6][O:5][C:4]([C:7]2[CH:12]=[CH:11][CH:10]=[CH:9][CH:8]=2)=[N:3]1.C([Li])CCC.C(=O)=O.CC(C)=O.[Cl:26][CH2:27][Si:28]([C:31]1[CH:36]=[CH:35][C:34]([Cl:37])=[CH:33][CH:32]=1)([CH3:30])Cl>O1CCCC1.CCCCCC.CCOCC>[Cl-:26].[Cl:37][C:34]1[CH:35]=[CH:36][C:31]([Si:28]2([CH3:30])[C:12]3[CH:11]=[CH:10][CH:9]=[CH:8][C:7]=3[C:4]3[O:5][CH2:6][C:2]([CH3:13])([CH3:1])[N+:3]=3[CH2:27]2)=[CH:32][CH:33]=1 |f:2.3,8.9|. Procedure: To 44.2 g (252 m mol) of 4,4-dimethyl-4,5-dihydro-2-phenyl oxazole in 570 ml of absolute tetrahydrofuran under nitrogen is added at -50° C. to -45° C. with stirring 173 ml (277 m mole) of 1.6 N n-butyl lithium in hexane. Stirring is continued at that temperature for 1.5 hours except for a brief period at the end thereof to allow for warming to -35° C. The resulting mixture containing a yellow precipitate is re-cooled with dry ice-acetone and 61 g (255 m mol) of chloromethyl-p-chlorophenyl methyl...